From a dataset of the Open Reaction Database (ORD), a public repository of structured organic reaction records. describe an organic reaction: reactants, conditions, products, and yield The reactants are Fc1ccc2c(c1)OCc1ccccc1C2=CBr, CC1(C)OB(c2ccc3[nH]c(=O)[nH]c3c2)OC1(C)C, CC(C)=O. Yields the product O=c1[nH]c2ccc(C=C3c4ccccc4COc4cc(F)ccc43)cc2[nH]1. Reaction SMILES: [Br:1][CH:2]=[C:3]1[c:4]2[c:5]([cH:14][c:15]([F:18])[cH:16][cH:17]2)[O:6][CH2:7][c:8]2[c:9]1[cH:10][cH:11][cH:12][cH:13]2.[CH3:19][C:20]1([CH3:21])[C:22]([CH3:23])([CH3:24])[O:25][B:26]([c:27]2[cH:28][c:29]3[c:30]([nH:31][c:32](=[O:34])[nH:33]3)[cH:35][cH:36]2)[O:37]1.[CH3:38][C:39](=[O:40])[CH3:41]>>[CH:2](=[C:3]1[c:4]2[c:5]([cH:14][c:15]([F:18])[cH:16][cH:17]2)[O:6][CH2:7][c:8]2[c:9]1[cH:10][cH:11][cH:12][cH:13]2)[c:27]1[cH:28][c:29]2[c:30]([nH:31][c:32](=[O:34])[nH:33]2)[cH:35][cH:36]1. As a reaction SMILES: [Br-:18].[CH2:14]([C:15]#[CH:16])[Br:17].[CH2:19]([N+:20]([CH2:21][CH2:22][CH2:23][CH3:24])([CH2:25][CH2:26][CH2:27][CH3:28])[CH2:29][CH2:30][CH2:31][CH3:32])[CH2:33][CH2:34][CH3:35].[Na+:13].[OH-:12].[OH2:36].[OH:1][c:2]1[cH:3][cH:4][cH:5][c:6]2[cH:7][cH:8][cH:9][cH:10][c:11]12>>[O:1]([c:2]1[cH:3][cH:4][cH:5][c:6]2[cH:7][cH:8][cH:9][cH:10][c:11]12)[CH2:16][C:15]#[CH:14]. The reactants are [Br-], C#CCBr, CCCC[N+](CCCC)(CCCC)CCCC, [Na+], [OH-], O, Oc1cccc2ccccc12. Yields the product C#CCOc1cccc2ccccc12. Starting materials: O=C([O-])[O-], C=CCBr, CN(C)C=O, [Cs+], [Cs+], O, CCC(=O)NCCc1c[nH]c2ccc(O)cc12. Product: C=CCOc1ccc2[nH]cc(CCNC(=O)CC)c2c1. As a reaction SMILES: [C:22](=[O:23])([O-:24])[O-:25].[CH2:1]([CH:2]=[CH2:3])[Br:4].[CH3:28][N:29]([CH3:30])[CH:31]=[O:32].[Cs+:26].[Cs+:27].[OH2:33].[OH:5][c:6]1[cH:7][c:8]2[c:9]([CH2:15][CH2:16][NH:17][C:18]([CH2:19][CH3:20])=[O:21])[cH:10][nH:11][c:12]2[cH:13][cH:14]1>>[CH2:1]([CH:2]=[CH2:3])[O:5][c:6]1[cH:7][c:8]2[c:9]([CH2:15][CH2:16][NH:17][C:18]([CH2:19][CH3:20])=[O:21])[cH:10][nH:11][c:12]2[cH:13][cH:14]1. Reactants: C(CCC)C(C(=O)OCC)(CC1=CC=C(C=C1)O)C (ethyl 2-butyl-3-(4-hydroxyphenyl)-2-methylpropionate), BrCCOC1OCCCC1 (2-(2-bromoethoxy)tetrahydropyran), C([O-])([O-])=O.[K+].[K+] (potassium carbonate). Solvent: CC(=O)N(C)C (dimethylacetamide). The product is C(CCC)C(C(=O)OCC)(CC1=CC=C(C=C1)OCCOC1OCCCC1)C (Ethyl 2-butyl-2-methyl-3-[4-[2-(tetrahydropyran-2-yloxy)ethoxy]phenyl]propionate). Isolated yield 95.4%. As a reaction SMILES: [CH2:1]([C:5]([CH3:19])([CH2:11][C:12]1[CH:17]=[CH:16][C:15]([OH:18])=[CH:14][CH:13]=1)[C:6]([O:8][CH2:9][CH3:10])=[O:7])[CH2:2][CH2:3][CH3:4].Br[CH2:21][CH2:22][O:23][CH:24]1[CH2:29][CH2:28][CH2:27][CH2:26][O:25]1.C(=O)([O-])[O-].[K+].[K+]>CC(N(C)C)=O>[CH2:1]([C:5]([CH3:19])([CH2:11][C:12]1[CH:13]=[CH:14][C:15]([O:18][CH2:21][CH2:22][O:23][CH:24]2[CH2:29][CH2:28][CH2:27][CH2:26][O:25]2)=[CH:16][CH:17]=1)[C:6]([O:8][CH2:9][CH3:10])=[O:7])[CH2:2][CH2:3][CH3:4] |f:2.3.4|. Reported procedure: In a similar manner to that described in Reference example 3(e), a reaction was carried out using ethyl 2-butyl-3-(4-hydroxyphenyl)-2-methylpropionate (2.95 g), which is the product of Reference example 10(b), 2-(2-bromoethoxy)tetrahydropyran (4.66 g) and potassium carbonate (4.62 g) in dimethylacetamide and the reaction mixture was treated to afford the desired compound (4.18 g) as a syrup. The reactants are N[C@@H](CCN1CCC(CC1)C=1C=C(C=CC1)NC(C(C)C)=O)C1=CC=CC=C1 (N-(3-{1-[(3S)-3-amino-3-phenylpropyl]-4-piperidinyl}phenyl)-2-methylpropanamide), ClC=1C=C(C(=O)Cl)C=C(C1)Cl (3,5-dichlorobenzoyl chloride). The product is ClC=1C=C(C(=O)N[C@@H](CCN2CCC(CC2)C2=CC(=CC=C2)NC(C(C)C)=O)C2=CC=CC=C2)C=C(C1)Cl (3,5-DICHLORO-N-((1S)-3-{4-[3-(ISOBUTYRYLAMINO)PHENYL]-1-PIPERIDINYL}-1-PHENYLPROPYL)BENZAMIDE). As a reaction SMILES: [NH2:1][C@H:2]([C:23]1[CH:28]=[CH:27][CH:26]=[CH:25][CH:24]=1)[CH2:3][CH2:4][N:5]1[CH2:10][CH2:9][CH:8]([C:11]2[CH:12]=[C:13]([NH:17][C:18](=[O:22])[CH:19]([CH3:21])[CH3:20])[CH:14]=[CH:15][CH:16]=2)[CH2:7][CH2:6]1.[Cl:29][C:30]1[CH:31]=[C:32]([CH:36]=[C:37]([Cl:39])[CH:38]=1)[C:33](Cl)=[O:34]>>[Cl:29][C:30]1[CH:31]=[C:32]([CH:36]=[C:37]([Cl:39])[CH:38]=1)[C:33]([NH:1][C@H:2]([C:23]1[CH:24]=[CH:25][CH:26]=[CH:27][CH:28]=1)[CH2:3][CH2:4][N:5]1[CH2:10][CH2:9][CH:8]([C:11]2[CH:16]=[CH:15][CH:14]=[C:13]([NH:17][C:18](=[O:22])[CH:19]([CH3:21])[CH3:20])[CH:12]=2)[CH2:7][CH2:6]1)=[O:34]. Procedure: Prepared by Procedure Q1 and Scheme AC using N-(3-{1-[(3S)-3-amino-3-phenylpropyl]-4-piperidinyl}phenyl)-2-methylpropanamide and 3,5-dichlorobenzoyl chloride: ESMS m/e: 552.3 (M+H)+. Reactants: FC1=C(C(=CC=C1)[N+](=O)[O-])C1=CC(CC(C1)(C)C)(C)C (1-fluoro-3-nitro-2-(3,3,5,5-tetramethylcyclohex-1-enyl)benzene), [Cl-].[NH4+] (ammonium chloride), O (water). The reagents and catalysts are [Fe] (iron). The solvent is C(C)O (ethanol). Reaction conditions: temperature 90 celsius, time 2 hour. The product is FC=1C(=C(C=CC1)N)C1=CC(CC(C1)(C)C)(C)C (3-Fluoro-2-(3,3,5,5-tetramethylcyclohex-1-enyl)phenylamine). The yield is 31.5%. As a reaction SMILES: [F:1][C:2]1[CH:7]=[CH:6][CH:5]=[C:4]([N+:8]([O-])=O)[C:3]=1[C:11]1[CH2:16][C:15]([CH3:18])([CH3:17])[CH2:14][C:13]([CH3:20])([CH3:19])[CH:12]=1.[Cl-].[NH4+].O>C(O)C.[Fe]>[F:1][C:2]1[C:3]([C:11]2[CH2:16][C:15]([CH3:18])([CH3:17])[CH2:14][C:13]([CH3:20])([CH3:19])[CH:12]=2)=[C:4]([NH2:8])[CH:5]=[CH:6][CH:7]=1 |f:1.2|. Procedure details: To a solution of 1-fluoro-3-nitro-2-(3,3,5,5-tetramethylcyclohex-1-enyl)benzene (2.25 g, 8.11 mmol) produced in Example (97b) in ethanol (45 mL) were added ammonium chloride (150 mg, 2.8 mmol), water (15 mL) and iron powder (1.6 g, 28.65 mmol), followed by stirring for 2 hours at an external temperature of 90° C. The reaction mixture was filtered and the filtrate was concentrated under reduced pressure. Ethyl acetate and water were added to the obtained residue and extraction was performed with ... Starting materials: C(C1=CC=CC=C1)(=O)N(NC(=O)N)C1=NC=CC=C1 (2-benzoyl-2-(2-pyridinyl)hydrazinecarboxamide), [OH-].[Na+] (sodium hydroxide), carboxamide. Run in C(C)(=O)O (acetic acid). Reaction conditions: temperature 50 celsius, time 10 minute. Product: C1(=CC=CC=C1)C1=NC(=NN1C1=NC=CC=C1)O (5-Phenyl-1-(2-pyridinyl)-1H-1,2,4-triazol-3-ol). As a reaction SMILES: [C:1]([N:9]([C:14]1[CH:19]=[CH:18][CH:17]=[CH:16][N:15]=1)[NH:10][C:11]([NH2:13])=[O:12])(=O)[C:2]1[CH:7]=[CH:6][CH:5]=[CH:4][CH:3]=1.[OH-].[Na+]>C(O)(=O)C>[C:2]1([C:1]2[N:9]([C:14]3[CH:19]=[CH:18][CH:17]=[CH:16][N:15]=3)[N:10]=[C:11]([OH:12])[N:13]=2)[CH:7]=[CH:6][CH:5]=[CH:4][CH:3]=1 |f:1.2|. Procedure details: A mixture was prepared by admixing 1.84 g (0.00718 m) of 2-benzoyl-2-(2-pyridinyl)hydrazinecarboxamide with 30 ml of 10 percent sodium hydroxide. The mixture was warmed to 50° C. to dissolve the carboxamide. The solution was held at 50° C. for 10 minutes and the reaction mixture was cooled to room temperature. The reaction product was acidified with 30 ml or 50 percent acetic acid and the white solid which precipitated was recovered by filtration, washed with water and air dried. The 5-phenyl-1-... Starting materials: [N+](=O)(O)[O-] (nitric acid), ClC1=CC(=C(C=C1)N1C(N(C(=CC1=O)C(F)(F)F)C)=O)F (3-(4-chloro-2-fluorophenyl)-1-methyl-6-trifluoromethyl-2,4-(1H,3H)pyrimidinedione), ice water. Solvent: S(O)(O)(=O)=O (sulfuric acid). Run at time 15 minute. Product: ClC1=CC(=C(C=C1[N+](=O)[O-])N1C(N(C(=CC1=O)C(F)(F)F)C)=O)F (3-(4-chloro-2-fluoro-5-nitrophenyl)-1-methyl-6-trifluoromethyl-2,4-(1H,3H)-pyrimidinedione). RXN SMILES: [Cl:1][C:2]1[CH:7]=[CH:6][C:5]([N:8]2[C:13](=[O:14])[CH:12]=[C:11]([C:15]([F:18])([F:17])[F:16])[N:10]([CH3:19])[C:9]2=[O:20])=[C:4]([F:21])[CH:3]=1.[N+:22]([O-])([OH:24])=[O:23]>S(=O)(=O)(O)O>[Cl:1][C:2]1[C:7]([N+:22]([O-:24])=[O:23])=[CH:6][C:5]([N:8]2[C:13](=[O:14])[CH:12]=[C:11]([C:15]([F:18])([F:16])[F:17])[N:10]([CH3:19])[C:9]2=[O:20])=[C:4]([F:21])[CH:3]=1. Procedure: A solution of 3.0 grams (9.4 mmole) of 3-(4-chloro-2-fluorophenyl)-1-methyl-6-trifluoromethyl-2,4-(1H,3H)pyrimidinedione in 30 mL of concentrated sulfuric acid was stirred and cooled in an ice bath. During 15 minutes, 0.75 mL (12 mmole) of aqueous 70% nitric acid was added dropwise, after which the reaction mixture was allowed to warm to ambient temperature, where it stirred for two hours. The reaction mixture was then poured into 150 mL of ice-water. The resulting precipitate was collected by f... Starting materials: Cc1csc(Nc2cc(OC3CCN(C(=O)OC(C)(C)C)CC3)ccn2)n1, ClCCl, O=C(O)C(F)(F)F. The product is Cc1csc(Nc2cc(OC3CCNCC3)ccn2)n1, O=C(O)C(F)(F)F. RXN SMILES: [CH3:1][c:2]1[n:3][c:4]([NH:7][c:8]2[n:9][cH:10][cH:11][c:12]([O:14][CH:15]3[CH2:16][CH2:17][N:18]([C:21]([O:22][C:23]([CH3:24])([CH3:25])[CH3:26])=[O:27])[CH2:19][CH2:20]3)[cH:13]2)[s:5][cH:6]1.[Cl:35][CH2:36][Cl:37].[F:28][C:29]([C:30](=[O:31])[OH:32])([F:33])[F:34]>>[CH3:1][c:2]1[n:3][c:4]([NH:7][c:8]2[n:9][cH:10][cH:11][c:12]([O:14][CH:15]3[CH2:16][CH2:17][NH:18][CH2:19][CH2:20]3)[cH:13]2)[s:5][cH:6]1.[F:28][C:29]([C:30](=[O:31])[OH:32])([F:33])[F:34].